Dataset: the Open Reaction Database (ORD), a public repository of structured organic reaction records. Task: describe an organic reaction: reactants, conditions, products, and yield Reactants: ClC1=NC=NC2=CC=CC=C12 (4-chloroquinazoline), [Cl-].[NH4+] (ammonium chloride), [H-].[Na+] (NaH), C(=C)(C)[C@H]1CC[C@H](CC1)O (cis-4isopropenylcyclohexanol). Solvent: C1CCOC1 (THF), C(C)(C)O (isopropanol), C1CCOC1 (THF). Conditions: time 15 minute. Yields the product C(=C)(C)[C@H]1CC[C@H](CC1)OC1=NC=NC2=CC=CC=C12 (4-(cis-4Isopropenylcyclohexyloxy)quinazoline). As a reaction SMILES: [H-].[Na+].[C:3]([C@@H:6]1[CH2:11][CH2:10][C@H:9]([OH:12])[CH2:8][CH2:7]1)([CH3:5])=[CH2:4].Cl[C:14]1[C:23]2[C:18](=[CH:19][CH:20]=[CH:21][CH:22]=2)[N:17]=[CH:16][N:15]=1.[Cl-].[NH4+]>C1COCC1.C(O)(C)C>[C:3]([C@@H:6]1[CH2:11][CH2:10][C@H:9]([O:12][C:14]2[C:23]3[C:18](=[CH:19][CH:20]=[CH:21][CH:22]=3)[N:17]=[CH:16][N:15]=2)[CH2:8][CH2:7]1)([CH3:5])=[CH2:4] |f:0.1,4.5|. Procedure details: 0.42 g (17.5 mmol) of NaH (80% pure) was added in portions to a solution of 1.8 g (12.8 mmol) of cis-4isopropenylcyclohexanol in 20 ml of absolute THF. The mixture was then heated at reflux for 3 hours, and a solution of 1.9 g (11.6 mmol) of 4-chloroquinazoline in 10 ml of THF was added dropwise. The reaction mixture was subsequently heated at reflux for 5 hours. After cooling to room temperature, 10 ml of isopropanol were added, the mixture was subsequently stirred for 15 minutes, and the react... Reactants: Cl.N1CCC(CC1)OC1=CC(=C(C=C1)CC(=O)N1C(CN(CC1)C1=C(C=CC=C1)C)C(N)=O)OCC(F)(F)F (1-(4-(4-piperidinyloxy)-2-(2,2,2-trifluoroethoxy)phenylacetyl)-2-carbamoyl-4-(2-methylphenyl)piperazine hydrochloride), CS(=O)(=O)Cl (methanesulfonoyl chloride), CCN(C(C)C)C(C)C (DIEA). Run in C(Cl)Cl (CH2Cl2). Reaction conditions: time 6 hour. The product is CS(=O)(=O)N1CCC(CC1)OC1=CC(=C(C=C1)CC(=O)N1C(CN(CC1)C1=C(C=CC=C1)C)C(N)=O)OCC(F)(F)F (1-(4-(N-methylsulfonyl-4-piperidinyloxy)-2-(2,2,2-trifluoroethoxy)-phenylacetyl)-2-carbamoyl-4-(2-methylphenyl)piperazine). RXN SMILES: Cl.[NH:2]1[CH2:7][CH2:6][CH:5]([O:8][C:9]2[CH:14]=[CH:13][C:12]([CH2:15][C:16]([N:18]3[CH2:23][CH2:22][N:21]([C:24]4[CH:29]=[CH:28][CH:27]=[CH:26][C:25]=4[CH3:30])[CH2:20][CH:19]3[C:31](=[O:33])[NH2:32])=[O:17])=[C:11]([O:34][CH2:35][C:36]([F:39])([F:38])[F:37])[CH:10]=2)[CH2:4][CH2:3]1.[CH3:40][S:41](Cl)(=[O:43])=[O:42].CCN(C(C)C)C(C)C>C(Cl)Cl>[CH3:40][S:41]([N:2]1[CH2:7][CH2:6][CH:5]([O:8][C:9]2[CH:14]=[CH:13][C:12]([CH2:15][C:16]([N:18]3[CH2:23][CH2:22][N:21]([C:24]4[CH:29]=[CH:28][CH:27]=[CH:26][C:25]=4[CH3:30])[CH2:20][CH:19]3[C:31](=[O:33])[NH2:32])=[O:17])=[C:11]([O:34][CH2:35][C:36]([F:37])([F:38])[F:39])[CH:10]=2)[CH2:4][CH2:3]1)(=[O:43])=[O:42] |f:0.1|. Procedure: To a solution of 1-(4-(4-piperidinyloxy)-2-(2,2,2-trifluoroethoxy)phenylacetyl)-2-carbamoyl-4-(2-methylphenyl)piperazine hydrochloride (0.20 g, 0.35 mmol) from Example 1 in CH2Cl2 (20 mL) was added methanesulfonoyl chloride (0.045 g, 0.39 mmol) and DIEA (0.14 mL, 0.80 mmol). The solution was stirred at ambient temperature for 6 h and the solvent was removed under reduced pressure. The residue was dissolved in EtOAc (50 mL) and washed with 0.25 M aqueous citric acid (25 mL), H2O (25 mL), and satu... The reactants are N#CCC(=O)[N-]CCc1ccccc1, COc1cc(C=CC=O)cc(OC)c1O. Product: COc1cc(C=CC=C(C#N)C(=O)NCCc2ccccc2)cc(OC)c1O. Reaction SMILES: [C:16](#[N:17])[CH2:18][C:19](=[O:20])[N-:21][CH2:22][CH2:23][c:24]1[cH:25][cH:26][cH:27][cH:28][cH:29]1.[CH3:1][O:2][c:3]1[cH:4][c:5]([CH:6]=[CH:7][CH:8]=[O:9])[cH:10][c:11]([O:14][CH3:15])[c:12]1[OH:13]>>[CH3:1][O:2][c:3]1[cH:4][c:5]([CH:6]=[CH:7][CH:8]=[C:18]([C:16]#[N:17])[C:19](=[O:20])[NH:21][CH2:22][CH2:23][c:24]2[cH:25][cH:26][cH:27][cH:28][cH:29]2)[cH:10][c:11]([O:14][CH3:15])[c:12]1[OH:13]. The reactants are ClC(C#N)(Cl)Cl (trichloroacetonitrile), Cl (hydrogen chloride). Run at time 1 day. Product: ClC(C1=NC(=NC(=N1)C(Cl)(Cl)Cl)C(Cl)(Cl)Cl)(Cl)Cl (2,4,6-tris(trichloromethyl)-1,3,5-triazine). As a reaction SMILES: [Cl:1][C:2]([Cl:6])([Cl:5])[C:3]#[N:4].[ClH:7]>>[Cl:1][C:2]([Cl:6])([Cl:5])[C:3]1[N:4]=[C:3]([C:2]([Cl:1])([Cl:7])[Cl:7])[N:4]=[C:3]([C:2]([Cl:6])([Cl:5])[Cl:1])[N:4]=1. Procedure details: Aluminum bromide (0.5 g, 0.0019 mol) was added to a solution of the compound 5a (4.4 g, 0.019 mol) obtained in the above (1) dissolved in trichloroacetonitrile (43 g, 0.298 mol). Dry hydrogen chloride gas was passed through the reaction mixture at −10° C. for 2 hours. Then, the mixture was stirred at room temperature for one day. Trichloroacetonitrile was removed under reduced pressure. The residue was purified by a column (hexane/ethyl acetate=9/1). As a result, the mixture of 2,4-trichlorometh...